Dataset: the Open Reaction Database (ORD), a public repository of structured organic reaction records. Task: describe an organic reaction: reactants, conditions, products, and yield Procedure details: A solution of benzyl 2-methyl-3-(1-(5-morpholino-1H-indol-3-yl)-2-nitroethyl)phenylcarbamate (0.8011 g, 1.557 mmol), ammonium chloride (1.249 g, 23.35 mmol) and zinc (1.527 g, 23.35 mmol) in methanol (32.4 mL) and tetrahydrofuran (32.4 mL) was stirred for 2 hr. The reaction was filtered through a pad of CELITE® and rinsed with methanol. The filtrate was concentrated in vacuo, dissolved in EtOAc and water. The layers were separated, and the aqueous layer was extracted with EtOAc (6×). The aqueous... Yield: 85.9%. Reactants: CC1=C(C=CC=C1C(C[N+](=O)[O-])C1=CNC2=CC=C(C=C12)N1CCOCC1)NC(OCC1=CC=CC=C1)=O (benzyl 2-methyl-3-(1-(5-morpholino-1H-indol-3-yl)-2-nitroethyl)phenylcarbamate), [Cl-].[NH4+] (ammonium chloride). Reaction SMILES: [CH3:1][C:2]1[C:7]([CH:8]([C:13]2[C:21]3[C:16](=[CH:17][CH:18]=[C:19]([N:22]4[CH2:27][CH2:26][O:25][CH2:24][CH2:23]4)[CH:20]=3)[NH:15][CH:14]=2)[CH2:9][N+:10]([O-])=O)=[CH:6][CH:5]=[CH:4][C:3]=1[NH:28][C:29](=[O:38])[O:30][CH2:31][C:32]1[CH:37]=[CH:36][CH:35]=[CH:34][CH:33]=1.[Cl-].[NH4+]>CO.O1CCCC1.[Zn]>[NH2:10][CH2:9][CH:8]([C:7]1[C:2]([CH3:1])=[C:3]([NH:28][C:29](=[O:38])[O:30][CH2:31][C:32]2[CH:33]=[CH:34][CH:35]=[CH:36][CH:37]=2)[CH:4]=[CH:5][CH:6]=1)[C:13]1[C:21]2[C:16](=[CH:17][CH:18]=[C:19]([N:22]3[CH2:23][CH2:24][O:25][CH2:26][CH2:27]3)[CH:20]=2)[NH:15][CH:14]=1 |f:1.2|. The reagents and catalysts are [Zn] (zinc). Yields the product NCC(C1=CNC2=CC=C(C=C12)N1CCOCC1)C=1C(=C(C=CC1)NC(OCC1=CC=CC=C1)=O)C (Benzyl 3-(2-amino-1-(5-morpholino-1H-indol-3-yl)ethyl)-2-methylphenylcarbamate). The solvent is CO (methanol), O1CCCC1 (tetrahydrofuran). The reactants are O=[N+]([O-])c1ccc(F)cc1OCc1ccccc1, CCO, Cl[Sn]Cl. Yields the product Nc1ccc(F)cc1OCc1ccccc1. Reaction SMILES: [CH2:1]([c:2]1[cH:3][cH:4][cH:5][cH:6][cH:7]1)[O:8][c:9]1[c:10]([N+:16]([O-:17])=[O:18])[cH:11][cH:12][c:13]([F:15])[cH:14]1.[CH3:22][CH2:23][OH:24].[Sn:19]([Cl:20])[Cl:21]>>[CH2:1]([c:2]1[cH:3][cH:4][cH:5][cH:6][cH:7]1)[O:8][c:9]1[c:10]([NH2:16])[cH:11][cH:12][c:13]([F:15])[cH:14]1. The yield is 91.0%. Starting materials: NC=1C=C2C(=CNC2=CC1)C1CCN(CC1)C (5-amino-3-(1-methyl-piperidin-4-yl)-1H-indole), ClC(=O)OC1=CC=CC=C1 (phenyl chloroformate). RXN SMILES: [NH2:1][C:2]1[CH:3]=[C:4]2[C:8](=[CH:9][CH:10]=1)[NH:7][CH:6]=[C:5]2[CH:11]1[CH2:16][CH2:15][N:14]([CH3:17])[CH2:13][CH2:12]1.Cl[C:19]([O:21][C:22]1[CH:27]=[CH:26][CH:25]=[CH:24][CH:23]=1)=[O:20]>>[O:21]([C:19]([NH:1][C:2]1[CH:3]=[C:4]2[C:8](=[CH:9][CH:10]=1)[NH:7][CH:6]=[C:5]2[CH:11]1[CH2:16][CH2:15][N:14]([CH3:17])[CH2:13][CH2:12]1)=[O:20])[C:22]1[CH:27]=[CH:26][CH:25]=[CH:24][CH:23]=1. The product is O(C1=CC=CC=C1)C(=O)NC=1C=C2C(=CNC2=CC1)C1CCN(CC1)C (5-(phenoxycarbonyl)amino-3-(1-methylpiperidin-4-yl)-1H-indole). Procedure details: Beginning with 10 mg (0.0437 mMol) 5-amino-3-(1-methyl-piperidin-4-yl)-1H-indole and 7.2 mg (0.0458 mMol) phenyl chloroformate, 13.9 mg (91%) of the title compound were recovered. Reactants: C(C)OC(=O)C=1C(=NC2=C(C=C(C=C2C1)Cl)C)NC(CC1=CNC2=CC=CC=C12)C(=O)O (2-[1-carboxy-2-(1H-indol-3-yl)-ethylamino]-6-chloro-8-methyl-quinoline-3-carboxylic acid ethyl ester), [OH-].[Na+] (NaOH). Run in C1CCOC1 (THF). Run at time 23 hour. Yields the product C(=O)(O)C(CC1=CNC2=CC=CC=C12)NC1=NC2=C(C=C(C=C2C=C1C(=O)O)Cl)C (2-[1-Carboxy-2-(1H-indol-3-yl)-ethylamino]-6-chloro-8-methylquinoline-3-carboxylic acid). As a reaction SMILES: C([O:3][C:4]([C:6]1[C:7]([NH:18][CH:19]([C:30]([OH:32])=[O:31])[CH2:20][C:21]2[C:29]3[C:24](=[CH:25][CH:26]=[CH:27][CH:28]=3)[NH:23][CH:22]=2)=[N:8][C:9]2[C:14]([CH:15]=1)=[CH:13][C:12]([Cl:16])=[CH:11][C:10]=2[CH3:17])=[O:5])C.[OH-].[Na+]>C1COCC1>[C:30]([CH:19]([NH:18][C:7]1[C:6]([C:4]([OH:5])=[O:3])=[CH:15][C:14]2[C:9](=[C:10]([CH3:17])[CH:11]=[C:12]([Cl:16])[CH:13]=2)[N:8]=1)[CH2:20][C:21]1[C:29]2[C:24](=[CH:25][CH:26]=[CH:27][CH:28]=2)[NH:23][CH:22]=1)([OH:32])=[O:31] |f:1.2|. Procedure: In close analogy to the procedure described in Example 32, 2,6-dichloro-8-methyl-quinoline-3-carboxylic acid ethyl ester is reacted with DL-tryptophan to provide 2-[1-carboxy-2-(1H-indol-3-yl)-ethylamino]-6-chloro-8-methyl-quinoline-3-carboxylic acid ethyl ester. The ester (107 mg, 0.24 mmol) is dissolved in THF (2 mL), then 0.7M aqueous NaOH (1 mL) is added and the mixture is stirred at rt for 23 h. The mixture is concentrated under reduced pressure treated with water and filtered. The filtrate...